This data is from the Open Reaction Database (ORD), a public repository of structured organic reaction records. The task is: describe an organic reaction: reactants, conditions, products, and yield Reactants: C=CCONC(=O)N1CC(CN2CCC(c3ccccc3)CC2)C(c2ccsc2)C1, [K+], NN, [OH-], O, OCCO. Yields the product c1ccc(C2CCN(CC3CNCC3c3ccsc3)CC2)cc1. As a reaction SMILES: [CH2:1]([O:2][NH:3][C:4](=[O:5])[N:8]1[CH2:9][CH:10]([CH2:18][N:19]2[CH2:20][CH2:21][CH:22]([c:25]3[cH:26][cH:27][cH:28][cH:29][cH:30]3)[CH2:23][CH2:24]2)[CH:11]([c:13]2[cH:14][s:15][cH:16][cH:17]2)[CH2:12]1)[CH:6]=[CH2:7].[K+:32].[NH2:34][NH2:35].[OH-:31].[OH2:33].[OH:36][CH2:37][CH2:38][OH:39]>>[NH:8]1[CH2:9][CH:10]([CH2:18][N:19]2[CH2:20][CH2:21][CH:22]([c:25]3[cH:26][cH:27][cH:28][cH:29][cH:30]3)[CH2:23][CH2:24]2)[CH:11]([c:13]2[cH:14][s:15][cH:16][cH:17]2)[CH2:12]1. Reactants: Cc1cn(C(C)C)c2cc(Br)cc(C(=O)O)c12, ClCCCl, COc1nc(NC(=O)OC(C)(C)C)cc(C)c1CN, CN(C)C=O, On1nnc2cccnc21. Yields the product COc1nc(NC(=O)OC(C)(C)C)cc(C)c1CNC(=O)c1cc(Br)cc2c1c(C)cn2C(C)C. RXN SMILES: [Br:20][c:21]1[cH:22][c:23]([C:34](=[O:35])[OH:36])[c:24]2[c:25]([CH3:33])[cH:26][n:27]([CH:30]([CH3:31])[CH3:32])[c:28]2[cH:29]1.[CH2:47]([Cl:48])[CH2:49][Cl:50].[NH2:1][CH2:2][c:3]1[c:4]([CH3:19])[cH:5][c:6]([NH:11][C:12]([O:13][C:14]([CH3:15])([CH3:16])[CH3:17])=[O:18])[n:7][c:8]1[O:9][CH3:10].[O:51]=[CH:52][N:53]([CH3:54])[CH3:55].[OH:37][n:38]1[c:39]2[n:40][cH:41][cH:42][cH:43][c:44]2[n:45][n:46]1>>[NH:1]([CH2:2][c:3]1[c:4]([CH3:19])[cH:5][c:6]([NH:11][C:12]([O:13][C:14]([CH3:15])([CH3:16])[CH3:17])=[O:18])[n:7][c:8]1[O:9][CH3:10])[C:34]([c:23]1[cH:22][c:21]([Br:20])[cH:29][c:28]2[c:24]1[c:25]([CH3:33])[cH:26][n:27]2[CH:30]([CH3:31])[CH3:32])=[O:35]. Starting materials: ( 11 ), ( 11 ), ( 100 ), Cl.O[C@@H](CNC(CC1=CC=C(C=C1)OC)(C)C)COC1=CC=CC=C1 ((S)—N-(2-Hydroxy-3-phenoxypropyl)-1,1-dimethyl-2-(4-methoxyphenyl)ethylamine Hydrochloride), ( 12 ), Cl.OC(CNC(CC1=CC=C(C=C1)OC)(C)C)COC1=CC=C(C=C1)C(C)(C)C (N-[2-Hydroxy-3-(4-t-butylphenoxy)propyl]-1,1-dimethyl-2-(4-methoxyphenyl)ethylamine Hydrochloride), ( 9 ), Cl.O[C@@H](CNC(CC1=CC=C(C=C1)OC)(C)C)COCCC(CCC)CC ((S)—N-[2-Hydroxy-3-(2-ethyl)hexanoxypropyl]-1,1-dimethyl-2-(4-methoxyphenyl)ethylamine Hydrochloride), ( 5 ). Product: Cl.OC(CNC(CC1=CC=C(C=C1)OC)(C)C)COC1=C(C=CC=C1Cl)Cl (N-[2-hydroxy-3-(2,6-dichlorophenoxy)propyl]-1,1-dimethyl-2-(4-methoxyphenyl)ethylamine Hydrochloride). Reaction SMILES: [ClH:1].[OH:2][C@H:3]([CH2:18][O:19][CH2:20][CH2:21][CH:22](CC)[CH2:23][CH2:24][CH3:25])[CH2:4][NH:5][C:6]([CH3:17])([CH3:16])[CH2:7][C:8]1[CH:13]=[CH:12][C:11]([O:14][CH3:15])=[CH:10][CH:9]=1.[ClH:28].OC(COC1C=CC(C(C)(C)C)=CC=1)CNC(C)(C)CC1C=CC(OC)=CC=1.Cl.O[C@H](COC1C=CC=CC=1)CNC(C)(C)CC1C=CC(OC)=CC=1>>[ClH:1].[OH:2][CH:3]([CH2:18][O:19][C:20]1[C:21]([Cl:1])=[CH:22][CH:23]=[CH:24][C:25]=1[Cl:28])[CH2:4][NH:5][C:6]([CH3:16])([CH3:17])[CH2:7][C:8]1[CH:9]=[CH:10][C:11]([O:14][CH3:15])=[CH:12][CH:13]=1 |f:0.1,2.3,4.5,6.7|. Procedure details: GC/EI-MS, m/z (rel. int.) 382 (M−15, 1), 279 (11), 279 (9), 277 (64), 275 (100), 163 (11), 163 (5), 161 (6), 121 (33), 114 (12). Starting materials: BrCC#N (Bromoacetonitrile), C(C)C1=C(C=C(C=C1)C(=C1CC(CC(C1)(C)C)(C)C)C1=CC=CC=C1)O (2-Ethyl-5-[phenyl(3,3,5,5-tetramethylcyclohexylidene)methyl]phenol), C(=O)([O-])[O-].[K+].[K+] (K2CO3). Solvent: CC(=O)C (acetone). Run at temperature 100 celsius. Yields the product CC1=C(C=C(C=C1)C(=C1CC(CC(C1)(C)C)(C)C)C1=CC=CC=C1)OCC#N (({2-Methyl-5-[phenyl(3,3,5,5-tetramethylcyclohexylidene)methyl]phenyl}oxy)acetonitrile). The yield is 35.8%. As a reaction SMILES: Br[CH2:2][C:3]#[N:4].[CH2:5]([C:7]1[CH:12]=[CH:11][C:10]([C:13]([C:24]2[CH:29]=[CH:28][CH:27]=[CH:26][CH:25]=2)=[C:14]2[CH2:19][C:18]([CH3:21])([CH3:20])[CH2:17][C:16]([CH3:23])([CH3:22])[CH2:15]2)=[CH:9][C:8]=1[OH:30])C.C([O-])([O-])=O.[K+].[K+]>CC(C)=O>[CH3:5][C:7]1[CH:12]=[CH:11][C:10]([C:13]([C:24]2[CH:29]=[CH:28][CH:27]=[CH:26][CH:25]=2)=[C:14]2[CH2:19][C:18]([CH3:20])([CH3:21])[CH2:17][C:16]([CH3:23])([CH3:22])[CH2:15]2)=[CH:9][C:8]=1[O:30][CH2:2][C:3]#[N:4] |f:2.3.4|. Reported procedure: Bromoacetonitrile (134 mg, 1.12 mmol), compound 41 (150 mg, 0.449 mmol), and K2CO3 (185 mg, 1.34 mmol) were combined with dry acetone (5 mL) in a sealed microwave vessel. The mixture was heated at 100° C. for 20 min in a Personal Chemistry Emrys Optimizer microwave. The reaction was allowed to cool to room temperature and the solids filtered. The solids were rinsed twice with acetone and the solvent removed in vacuuo. The crude mixture was purified using flash column chromatography with dichloro... The reactants are CCCCN, [Cl-], C1COCCO1, O=C(O)c1cccc2sc3ccccc3c(=O)c12. Product: CCCCNC(=O)c1cccc2sc3ccccc3c(=O)c12. Reaction SMILES: [CH2:1]([CH2:2][CH2:3][CH3:4])[NH2:5].[Cl-:6].[O:25]1[CH2:26][CH2:27][O:28][CH2:29][CH2:30]1.[c:7]1([C:22](=[O:23])[OH:24])[cH:8][cH:9][cH:10][c:11]2[s:12][c:13]3[cH:14][cH:15][cH:16][cH:17][c:18]3[c:19](=[O:21])[c:20]12>>[CH2:1]([CH2:2][CH2:3][CH3:4])[NH:5][C:22]([c:7]1[cH:8][cH:9][cH:10][c:11]2[s:12][c:13]3[cH:14][cH:15][cH:16][cH:17][c:18]3[c:19](=[O:21])[c:20]12)=[O:23]. Starting materials: CC1=C(C(=NC=C1CO)C)O.Cl (4-deoxypyridoxine hydrochloride), CC(C(=NO)C)=NO (dimethylglyoxime), IC1=CC=C(C#N)C=C1 (4-iodobenzonitrile), C([O-])([O-])=O.[Cs+].[Cs+] (cesium carbonate). The reagents and catalysts are [Cu-]=O (copper (I) oxide). Solvent: CN(C)C=O (DMF). Run at temperature 110 celsius. Product: OCC=1C(=C(C(=NC1)C)OC1=CC=C(C#N)C=C1)C (4-(5-Hydroxymethyl-2,4-dimethyl-pyridin-3-yloxy)-benzonitrile). Isolated yield 7.0%. Reaction SMILES: [CH3:1][C:2]1[C:7]([CH2:8][OH:9])=[CH:6][N:5]=[C:4]([CH3:10])[C:3]=1[OH:11].Cl.CC(=NO)C(C)=NO.I[C:22]1[CH:29]=[CH:28][C:25]([C:26]#[N:27])=[CH:24][CH:23]=1.C(=O)([O-])[O-].[Cs+].[Cs+]>CN(C=O)C.[Cu-]=O>[OH:9][CH2:8][C:7]1[C:2]([CH3:1])=[C:3]([O:11][C:22]2[CH:29]=[CH:28][C:25]([C:26]#[N:27])=[CH:24][CH:23]=2)[C:4]([CH3:10])=[N:5][CH:6]=1 |f:0.1,4.5.6|. Reported procedure: A mixture of 4-deoxypyridoxine hydrochloride (0.44 g, 2.8 mmol), copper (I) oxide (0.50 g, 3.5 mmol), dimethylglyoxime (0.15 g, 1.3 mmol), 4-iodobenzonitrile (1.08 g, 4.7 mmol), cesium carbonate (5.00 g, 15.3 mmol), and crushed molecular sieves 3° A (0.6 g) in anhydrous DMF (4 mL) were heated at 110° C. for 12 hours. The reaction mixture was evaporated to dryness, and the crude product purified by column chromatography on silica gel using a gradient of dichloromethane:methyl alcohol (1:0 to 9:1)... Starting materials: [N+](=O)([O-])C=1C=C(C=C(C1)C(F)(F)F)O (3-nitro-5-(trifluoromethyl)phenol), C([O-])([O-])=O.[Cs+].[Cs+] (cesium carbonate), C1(=CC=C(C=C1)S(=O)(=O)OCCCl)C (2-chloroethyl p-toluenesulfonate). The solvent is O (water). Run at time 5 hour. The product is ClCCOC1=CC(=CC(=C1)C(F)(F)F)[N+](=O)[O-] (1-(2-chloroethoxy)-3-nitro-5-(trifluoromethyl)benzene). As a reaction SMILES: [N+:1]([C:4]1[CH:5]=[C:6]([OH:14])[CH:7]=[C:8]([C:10]([F:13])([F:12])[F:11])[CH:9]=1)([O-:3])=[O:2].C(=O)([O-])[O-].[Cs+].[Cs+].C1(C)C=CC(S(O[CH2:31][CH2:32][Cl:33])(=O)=O)=CC=1>O>[Cl:33][CH2:32][CH2:31][O:14][C:6]1[CH:7]=[C:8]([C:10]([F:11])([F:12])[F:13])[CH:9]=[C:4]([N+:1]([O-:3])=[O:2])[CH:5]=1 |f:1.2.3|. Procedure details: To a mixture of 3-nitro-5-(trifluoromethyl)phenol (2.10 g, 10.1 mmol) and cesium carbonate (4.00 g, 12.2 mmol) in acetonenitrile (50 ml) was added 2-chloroethyl p-toluenesulfonate (2.9 g, 12 mmol) slowly. The resulting mixture was stirred at RT for 5 hr, poured into water (100 ml) and then extracted with EtOAc (3×80 ml). The combined organic layer was washed with brine (100 ml) and dried over Na2SO4. Solvent was removed under vacuum and the residue was purified by flash column chromatography on ...